This data is from the Open Reaction Database (ORD), a public repository of structured organic reaction records. The task is: describe an organic reaction: reactants, conditions, products, and yield Starting materials: CN(C)C1=NC=CC=C1 (dimethylaminopyridine), ClC1=C(C(=C2CC(CC2=C1C)(C)C)C)C1CC(CC(C1)=O)=O (5-(6-chloro-2,2,4,7-tetramethylindan-5-yl)-cyclohexane-1,3-dione), C(CCC)(=O)OC(CCC)=O (butyric anhydride). The solvent is C1(=CC=CC=C1)C (toluene), C1(=CC=CC=C1)C (toluene). Yields the product ClC1=C(C(=C2CC(CC2=C1C)(C)C)C)C1CC(=C(C(C1)=O)C(CCC)=NOCC)O (5-(6-Chloro-2,2,4,7-tetramethylindan-5-yl)-2-[1-(ethoxyimino)butyl]-3-hydroxycyclohex-2-en-1-one). Yield: 36.0%. Reaction SMILES: [Cl:1][C:2]1[C:10]([CH3:11])=[C:9]2[C:5]([CH2:6][C:7]([CH3:13])([CH3:12])[CH2:8]2)=[C:4]([CH3:14])[C:3]=1[CH:15]1[CH2:20][C:19](=[O:21])[CH2:18][C:17](=[O:22])[CH2:16]1.[C:23](OC(=O)CCC)(=[O:27])[CH2:24]CC.CN(C1[CH:42]=[CH:41][CH:40]=[CH:39][N:38]=1)C>C1(C)C=CC=CC=1>[Cl:1][C:2]1[C:10]([CH3:11])=[C:9]2[C:5]([CH2:6][C:7]([CH3:13])([CH3:12])[CH2:8]2)=[C:4]([CH3:14])[C:3]=1[CH:15]1[CH2:20][C:19](=[O:21])[C:18]([C:39](=[N:38][O:27][CH2:23][CH3:24])[CH2:40][CH2:41][CH3:42])=[C:17]([OH:22])[CH2:16]1. Procedure: To a solution 8.02 g of the 5-(6-chloro-2,2,4,7-tetramethylindan-5-yl)-cyclohexane-1,3-dione in 100 ml of absolute toluene was added 13.4 ml of butyric anhydride. After refluxing for 4 hours, toluene and excess butyric anhydride were evaporated under reduced pressure to afford a residue. To the solution of the residue in 100 ml of toluene was added 0.61 g of dimethylaminopyridine and refluxed for 20 hours. The reaction mixture was evaporated under reduced pressure. The residue was purified by si... Reactants: ClC1=CC=C(C=N1)CC(=O)O (6-chloropyrid-3-yl acetic acid), Cl.CS(=O)(=O)NC=1C=CC2=C(C(CC3(CCNCC3)O2)=O)C1 (3,4-dihydro-6-methanesulfonamidospiro[(2H)-1-benzopyran-2,4'-piperidine]-4-one hydrochloride), Cl.ClC1=NC=C(C=C1)CCCl (2-chloro-5-chloroethylpyridine hydrochloride), S(=O)(Cl)Cl (thionyl chloride), Cl.ClC1=NC=C(C=C1)CCCl (2-chloro-5-chloroethylpyridine hydrochloride). Yields the product CS(=O)(=O)NC=1C=CC2=C(C(CC3(CCN(CC3)CCC=3C=CC(=NC3)Cl)O2)=O)C1 (6-Methanesulfonamido-3,4-dihydro-1'-[2-(2-chloropyrid-5-yl)ethyl]-spiro[(2H)-1-benzopyran-2,4'-piperidine]-4-one). RXN SMILES: Cl.[CH3:2][S:3]([NH:6][C:7]1[CH:8]=[CH:9][C:10]2[O:20][C:14]3([CH2:19][CH2:18][NH:17][CH2:16][CH2:15]3)[CH2:13][C:12](=[O:21])[C:11]=2[CH:22]=1)(=[O:5])=[O:4].Cl.[Cl:24][C:25]1[CH:30]=[CH:29][C:28]([CH2:31][CH2:32]Cl)=[CH:27][N:26]=1.ClC1N=CC(CC(O)=O)=CC=1.S(Cl)(Cl)=O>>[CH3:2][S:3]([NH:6][C:7]1[CH:8]=[CH:9][C:10]2[O:20][C:14]3([CH2:15][CH2:16][N:17]([CH2:32][CH2:31][C:28]4[CH:29]=[CH:30][C:25]([Cl:24])=[N:26][CH:27]=4)[CH2:18][CH2:19]3)[CH2:13][C:12](=[O:21])[C:11]=2[CH:22]=1)(=[O:4])=[O:5] |f:0.1,2.3|. Procedure: The title compound was prepared from 3,4-dihydro-6-methanesulfonamidospiro[(2H)-1-benzopyran-2,4'-piperidine]-4-one hydrochloride and 2-chloro-5-chloroethylpyridine hydrochloride by a procedure analogous to that described in Example 92, Step B. [The 2-chloro-5-chloroethylpyridine hydrochloride used in this reaction was obtained by treating 6-chloropyrid-3-yl acetic acid (L. A. Carlson, Acta Pharm. Suecica, 9, 411 (1972)) with borane-tetrahydrofuran complex followed by reaction with thionyl chlor... The reactants are CC1=CC(=O)OC2=CC=CC=C12.C(C)(=O)N[C@@H]1[C@H](CC(C(O)=O)(O)O[C@H]1[C@H](O)[C@H](O)CO)O (4-Methylumbelliferyl N-acetylneuraminic acid). Solvent: C(C)(=O)[O-].[Na+] (sodium acetate). Yields the product C(C)(=O)N[C@@H]1[C@H](CC2(C(O)=O)O[C@H]1[C@H](O2)[C@H](O)CO)O (2,7-anhydro-N-acetylneuraminic acid). As a reaction SMILES: CC1C2C(=CC=CC=2)OC(=O)C=1.[C:13]([NH:16][C@H:17]1[C@H:26]([C@@H:27]([C@@H:29]([CH2:31][OH:32])[OH:30])[OH:28])[O:25][C:20](O)([C:21](=[O:23])[OH:22])[CH2:19][C@@H:18]1[OH:33])(=[O:15])[CH3:14]>C([O-])(=O)C.[Na+]>[C:13]([NH:16][C@H:17]1[C@@H:26]2[C@@H:27]([C@@H:29]([CH2:31][OH:32])[OH:30])[O:28][C:20]([O:25]2)([C:21](=[O:23])[OH:22])[CH2:19][C@@H:18]1[OH:33])(=[O:15])[CH3:14] |f:0.1,2.3|. Reported procedure: 4-Methylumbelliferyl-N-acetylneuraminic acid (commercially available), 100 mg is incubated with 150 units of sialidase-L in 25 ml of 50 mM sodium acetate buffer, pH 5.5 at 37° C. for 17 hours. The reaction is terminated by the addition of an equal volume of ethanol and the precipitate is removed by centrifugation. The clear supernatant is evaporated to dryness, dissolved in 30 ml of chloroform/methanol (2:1 ν/ν) and subjected to Folch partitioning (Folch, J. Lees, M. and Sloan Stanley, G. H. (19... Starting materials: O[C@H]1CO[C@H]2[C@@H]1N(CC2)C(=O)OCC2C1=CC=CC=C1C=1C=CC=CC21 ((3R,3aR,6aR)-(9H-fluoren-9-yl)methyl 3-hydroxytetrahydro-2H-furo[3,2-b]pyrrole-4(5H)-carboxylate), O[C@H]1CO[C@H]2[C@@H]1N(CC2)C(=O)OC(C)(C)C ((3R,3aR,6aR)— tert-Butyl 3-hydroxytetrahydro-2H-furo[3,2-b]pyrrole-4(5H)-carboxylate). Run in Cl (HCl), O1CCOCC1 (dioxane). Run at time 1 hour. Product: hydrochloride salt, O1C[C@@H]([C@H]2NCC[C@H]21)O ((3R,3aR,6aR)-hexahydro-2H-furo[3,2-b]pyrrol-3-ol). Reaction SMILES: [OH:1][C@@H:2]1[C@H:6]2[N:7](C(OCC3C4C=CC=CC=4C4C3=CC=CC=4)=O)[CH2:8][CH2:9][C@H:5]2[O:4][CH2:3]1.O[C@@H]1[C@H]2N(C(OC(C)(C)C)=O)CC[C@H]2OC1>Cl.O1CCOCC1>[O:4]1[C@H:5]2[C@H:6]([NH:7][CH2:8][CH2:9]2)[C@@H:2]([OH:1])[CH2:3]1. Reported procedure: Preparation of (3R,3aR,6aR)-(9H-fluoren-9-yl)methyl 3-hydroxytetrahydro-2H-furo[3,2-b]pyrrole-4(5H)-carboxylate (2b). Alcohol (2f) (558 mg, 2.43 mmol) was dissolved in 4M HCl in dioxane (14.06 mL) and left to stand at ambient temperature for 1 h. The solvent was removed in vacuo and the residue azeotroped from toluene (3×20 mL) to give hydrochloride salt of (3R,3aR,6aR)-hexahydro-2H-furo[3,2-b]pyrrol-3-ol (2 g) used directly in the following step.